The task is: describe an organic reaction: reactants, conditions, products, and yield. This data is from the Open Reaction Database (ORD), a public repository of structured organic reaction records. Starting materials: C(C)OC(=O)N1[C@H]2[C@@]3(CCC([C@H]4[C@@]3(C=3C(=C(C=CC3C2)O)O4)CC1)=O)O ((5α)-4,5-epoxy-3,14-dihydroxy-6-oxomorphinan-17-carboxylic acid ethylester), S(O)(O)(=O)=O (sulfuric acid). Run in O (water). Yields the product O1C2=C(C=CC=3C[C@@H]4[C@@]5(CCC([C@H]1[C@@]5(C23)CCN4)=O)O)O ((5α)-4,5-epoxy-3,14-dihydroxymorphinan-6-one). Isolated yield 122.4%. RXN SMILES: C(OC([N:6]1[CH2:24][CH2:23][C@:13]23[C:14]4[C:15]5[O:22][C@H:12]2[C:11](=[O:25])[CH2:10][CH2:9][C@@:8]3([OH:26])[C@H:7]1[CH2:20][C:19]=4[CH:18]=[CH:17][C:16]=5[OH:21])=O)C.S(=O)(=O)(O)O>O>[O:22]1[C@@H:12]2[C@@:13]34[CH2:23][CH2:24][NH:6][C@@H:7]([C@:8]3([OH:26])[CH2:9][CH2:10][C:11]2=[O:25])[CH2:20][C:19]2=[C:14]4[C:15]1=[C:16]([OH:21])[CH:17]=[CH:18]2. Procedure details: Product (5) (4,7 g) was dissolved in 28 ml of water and 5,6 ml of sulfuric acid and refluxed for approx. 24 h. The product was precipitated at pH=9 by dilution with water and 4,6 g of crude product (6) was obtained after filtration and drying. The product was purified by dissolution in ethanol, precipitation from this solvent at pH=2, dissolution in water, charcoal treatment and precipitation at pH=9. 1H NMR (400 M z, DMSO-d6) δ 1.17 (m, 1H), 1.41 (m, 1H), 1.72 (m, 1H), 2.07 (m, 1H), 2.29 (m, 1H...